This data is from the Open Reaction Database (ORD), a public repository of structured organic reaction records. The task is: describe an organic reaction: reactants, conditions, products, and yield Reactants: C1COC2(CCC(CC2)NC2=NC=NC(=C2Cl)CC)O1 (4-(5-chloro-6-ethylpyrimidin-4-ylamino)-cyclohexanone ethylene ketal), C(C)OCC(CO)O (3-ethoxypropane-1,2-diol), O.C1(=CC=C(C=C1)S(=O)(=O)O)C (p-toluenesulfonic acid hydrate). The solvent is C1(=CC=CC=C1)C (toluene). The product is ClC=1C(=NC=NC1CC)NC1CCC2(OCC(O2)COCC)CC1 (5-Chloro-4-(2-ethoxymethyl-1,4-dioxaspiro[4.5]dec-8-ylamino)-6-ethylpyrimidine). RXN SMILES: [CH2:1]1[O:20][C:4]2([CH2:9][CH2:8][CH:7]([NH:10][C:11]3[C:16]([Cl:17])=[C:15]([CH2:18][CH3:19])[N:14]=[CH:13][N:12]=3)[CH2:6][CH2:5]2)[O:3][CH2:2]1.[CH2:21]([O:23][CH2:24]C(O)CO)[CH3:22].O.C1(C)C=CC(S(O)(=O)=O)=CC=1>C1(C)C=CC=CC=1>[Cl:17][C:16]1[C:11]([NH:10][CH:7]2[CH2:6][CH2:5][C:4]3([O:20][CH:1]([CH2:24][O:23][CH2:21][CH3:22])[CH2:2][O:3]3)[CH2:9][CH2:8]2)=[N:12][CH:13]=[N:14][C:15]=1[CH2:18][CH3:19] |f:2.3|. Procedure details: 3.0 g (10 mmol) of 4-(5-chloro-6-ethylpyrimidin-4-ylamino)-cyclohexanone ethylene ketal and 10 ml of 3-ethoxypropane-1,2-diol together with 100 mg of p-toluenesulfonic acid hydrate were refluxed for 8 hours in 10 ml of toluene. The reaction mixture was extracted by stirring with dilute sodium hydroxide solution and water, the organic phase was dried, and the solvent was stripped off in vacuo. The crude product was purified by silica gel chromatography (eluent petroleum ether/ethyl acetate 3:2). ... Reactants: CC(C)O, CNC(=O)N(O)c1ccc(Cl)c(Cl)c1, COC(=O)Cl, c1ccncc1. Product: CNC(=O)N(OC(=O)OC)c1ccc(Cl)c(Cl)c1. As a reaction SMILES: [CH:26]([OH:27])([CH3:28])[CH3:29].[Cl:1][c:2]1[cH:3][c:4]([N:9]([C:10](=[O:11])[NH:12][CH3:13])[OH:14])[cH:5][cH:6][c:7]1[Cl:8].[Cl:21][C:22](=[O:23])[O:24][CH3:25].[cH:15]1[cH:16][cH:17][n:18][cH:19][cH:20]1>>[Cl:1][c:2]1[cH:3][c:4]([N:9]([C:10](=[O:11])[NH:12][CH3:13])[O:14][C:22](=[O:23])[O:24][CH3:25])[cH:5][cH:6][c:7]1[Cl:8]. Reactants: CC(C[C@H](CC(=O)O)C(N[C@@H]1C(NCCCCCCN2C=3C=CC=CC3C(C1)=C2)=O)=O)C ((3R,10S)-5-methyl-3-(9-oxo-1,8-diazatricyclo[10.6.1.013,18 ]nonadeca-12(19),13(18),14,16-tetraen-10-ylcarbamoyl)hexanoic acid), C(C1=CC=CC=C1)ON (O-benzyl hydroxylamine), CCN=C=NCCCN(C)C (EDCI). Solvent: CN(C)C=O (DMF). Conditions: time 8 hour. Yields the product C(C1=CC=CC=C1)ONC(C[C@@H](CC(C)C)C(N[C@@H]1C(NCCCCCCN2C=3C=CC=CC3C(C1)=C2)=O)=O)=O ((3R,10S)-N-benzyloxy-5-methyl-3-(9-oxo-1,8-diazatricyclo[10.6.1.0 13,18 ]-nonadeca-12(19),13(18),14,16-tetraen-10-ylcarbamoyl)hexanamide). Yield: 84.9%. RXN SMILES: [CH3:1][CH:2]([CH3:32])[CH2:3][C@@H:4]([C:9](=[O:31])[NH:10][C@H:11]1[CH2:28][C:27]2=[CH:29][N:20]([C:21]3[CH:22]=[CH:23][CH:24]=[CH:25][C:26]=32)[CH2:19][CH2:18][CH2:17][CH2:16][CH2:15][CH2:14][NH:13][C:12]1=[O:30])[CH2:5][C:6]([OH:8])=O.[CH2:33]([O:40][NH2:41])[C:34]1[CH:39]=[CH:38][CH:37]=[CH:36][CH:35]=1.CCN=C=NCCCN(C)C>CN(C=O)C>[CH2:33]([O:40][NH:41][C:6](=[O:8])[CH2:5][C@H:4]([C:9](=[O:31])[NH:10][C@H:11]1[CH2:28][C:27]2=[CH:29][N:20]([C:21]3[CH:22]=[CH:23][CH:24]=[CH:25][C:26]=32)[CH2:19][CH2:18][CH2:17][CH2:16][CH2:15][CH2:14][NH:13][C:12]1=[O:30])[CH2:3][CH:2]([CH3:32])[CH3:1])[C:34]1[CH:39]=[CH:38][CH:37]=[CH:36][CH:35]=1. Procedure details: Alternatively, to a solution of (3R,10S)-5-methyl-3-(9-oxo-1,8-diazatricyclo[10.6.1.013,18 ]nonadeca-12(19),13(18),14,16-tetraen-10-ylcarbamoyl)hexanoic acid (2.5 g, 5.82 mmol), HOBtH2O(0.89 g, 1 eq.) and O-benzyl hydroxylamine (2.2 mL, 3 eq.) in DMF (200 mL) at 0° C. was added EDCI (2.77 g, 2.5 eq.). The resulting mixture was then stirred overnight. DHF was removed by pump distillation at 65° C. To the residue was then added methanol (14 mL) followed by ether (140 mL). With stirring at 0° C., 0... The reactants are NS(=O)(=O)c1ccc(F)c(S(=O)(=O)C(F)(F)F)c1, NC(CCN1CCOCC1)CSc1ccccc1. Product: NS(=O)(=O)c1ccc(NC(CCN2CCOCC2)CSc2ccccc2)c(S(=O)(=O)C(F)(F)F)c1. As a reaction SMILES: [F:1][c:2]1[c:3]([S:12](=[O:13])(=[O:14])[C:15]([F:16])([F:17])[F:18])[cH:4][c:5]([S:8](=[O:9])(=[O:10])[NH2:11])[cH:6][cH:7]1.[O:19]1[CH2:20][CH2:21][N:22]([CH2:25][CH2:26][CH:27]([CH2:28][S:29][c:30]2[cH:31][cH:32][cH:33][cH:34][cH:35]2)[NH2:36])[CH2:23][CH2:24]1>>[c:2]1([NH:36][CH:27]([CH2:26][CH2:25][N:22]2[CH2:21][CH2:20][O:19][CH2:24][CH2:23]2)[CH2:28][S:29][c:30]2[cH:31][cH:32][cH:33][cH:34][cH:35]2)[c:3]([S:12](=[O:13])(=[O:14])[C:15]([F:16])([F:17])[F:18])[cH:4][c:5]([S:8](=[O:9])(=[O:10])[NH2:11])[cH:6][cH:7]1. The reactants are O=C=O, CO, COC(=O)C1CCCc2ccc(C(C)(C)C)nc21, Cl. Yields the product CC(C)(C)c1ccc2c(n1)CCCC2. RXN SMILES: [C:1](=[O:2])=[O:3].[CH3:23][OH:24].[CH3:4][O:5][C:6](=[O:7])[CH:8]1[CH2:9][CH2:10][CH2:11][c:12]2[cH:13][cH:14][c:15]([C:18]([CH3:19])([CH3:20])[CH3:21])[n:16][c:17]21.[ClH:22]>>[CH2:8]1[CH2:9][CH2:10][CH2:11][c:12]2[cH:13][cH:14][c:15]([C:18]([CH3:19])([CH3:20])[CH3:21])[n:16][c:17]21. Reactants: CC(CCCCC)Br ((1-methyl) hexylbromide), [I-].[Na+] (sodium iodide), C([O-])([O-])=O.[K+].[K+] (potassium carbonate), C1=CC(=CC=C1O)Br (p-Bromophenol). The solvent is CCCCCC (n-hexane), O (water), CN(C=O)C (dimethyl formamide). Run at temperature 100 celsius, time 72 hour. Product: BrC1=CC=C(C=C1)OC(CCCCC)C (1-Bromo-4-(1-methyl-hexyloxy)-benzene). The yield is 60.4%. As a reaction SMILES: [CH:1]1[C:6]([OH:7])=[CH:5][CH:4]=[C:3]([Br:8])[CH:2]=1.[CH3:9][CH:10](Br)[CH2:11][CH2:12][CH2:13][CH2:14][CH3:15].[I-].[Na+].C(=O)([O-])[O-].[K+].[K+]>CN(C)C=O.CCCCCC.O>[Br:8][C:3]1[CH:4]=[CH:5][C:6]([O:7][CH:10]([CH3:9])[CH2:11][CH2:12][CH2:13][CH2:14][CH3:15])=[CH:1][CH:2]=1 |f:2.3,4.5.6|. Procedure: p-Bromophenol (295.52 grams (“g”), 1500.00 millimole) is dissolved in anhydrous dimethyl formamide (“DMF”) (500 milliliters) in a 2000 milliliter (“mL”) 3-necked flask equipped with mechanical stirrer and condenser, under an argon atmosphere. To this solution, (1-methyl) hexylbromide (322.38 grams, 1800.00 millimoles), sodium iodide (33.57 g, 225.00 mmol) and anhydrous potassium carbonate (621.95 g, 4500.00 mmol) are added. The resulting suspension is heated to 100° C. and stirred at that temper... Starting materials: CC1=CN(C=N1)C2=C(C=C(C=C2)N)OC, CC(C)OCC1CN(CC2=C(O1)N=C(C=C2)Cl)C(=O)C. Reagents/catalysts: C(=O)([O-])[O-].[Cs+].[Cs+], C1CCC(CC1)P(C2CCCCC2)C3=CC=CC=C3C4=CC=CC=C4, CC(=O)O.CC(=O)O.[Pd]. The solvent is COCCOC. Reaction conditions: temperature 100 celsius. Product: CC1=CN(C=N1)C2=C(C=C(C=C2)NC3=NC4=C(CN(CC(O4)COC(C)C)C(=O)C)C=C3)OC. The yield is 14.7%. Procedure: 1-(8-chloro-2-(isopropoxymethyl)-2,3-dihydropyrido[3,2-f][1,4]oxazepin-4(5H)-yl)ethanone (0.169 g, 0.57 mmol), 3-methoxy-4-(4-methyl-1H-imidazol-1-yl)aniline (0.115 g, 0.57 mmol), Palladium acetate (0.013 g, 0.06 mmol), 2-(Dicyclohexylphosphino)biphenyl (0.020 g, 0.06 mmol) and Cesium carbonate (0.553 g, 1.70 mmol) were placed in a microwave vial. The mixture was capped and flushed with argon. 1,2-dimethoxyethane (5 mL) was added and the mixture was run in a microwave for 60 minutes at 100°C. No... Starting materials: CI (methyl iodide), C(=O)(O)[O-].[Na+] (NaHCO3), ice, N1(CCCCC1)CC(O)C1=CC(=NC2=C(C=CC=C12)C(F)(F)F)C(F)(F)F (α-piperidinomethyl-2,8-bis(trifluoromethyl)-4-quinolinemethanol), [H-].[Na+] (NaH). The solvent is C1CCOC1 (THF). Run at temperature 0 celsius, time 30 minute. The product is COC(CN1CCCCC1)C1=CC(=NC2=C(C=CC=C12)C(F)(F)F)C(F)(F)F (4-(1-Methoxy-2-(1-piperidinyl)ethyl)-2,8-bis(trifluoromethyl)quinoline). Yield: 100.0%. Reaction SMILES: [N:1]1([CH2:7][CH:8]([C:10]2[C:19]3[C:14](=[C:15]([C:20]([F:23])([F:22])[F:21])[CH:16]=[CH:17][CH:18]=3)[N:13]=[C:12]([C:24]([F:27])([F:26])[F:25])[CH:11]=2)[OH:9])[CH2:6][CH2:5][CH2:4][CH2:3][CH2:2]1.[H-].[Na+].CI.[C:32]([O-])(O)=O.[Na+]>C1COCC1>[CH3:32][O:9][CH:8]([C:10]1[C:19]2[C:14](=[C:15]([C:20]([F:21])([F:22])[F:23])[CH:16]=[CH:17][CH:18]=2)[N:13]=[C:12]([C:24]([F:27])([F:25])[F:26])[CH:11]=1)[CH2:7][N:1]1[CH2:6][CH2:5][CH2:4][CH2:3][CH2:2]1 |f:1.2,4.5|. Procedure: To an ice-cold solution of α-piperidinomethyl-2,8-bis(trifluoromethyl)-4-quinolinemethanol (60 mg, 0.15 mmol) in THF (1.5 mL) was added NaH (6 mg, 60% dispersion in oil, 0.15 mmol), the mixture stirred at 0° C. for 30 min, treated with methyl iodide (10 μL, 0.16 mmol), allowed to warm to room temperature and stirred for 1 h. The reaction mixture was poured into saturated NaHCO3, extracted with EtOAc (2×20 mL), the combined extracts dried (MgSO4), concentrated in vacuo and purified by chromatogra... The reactants are ClC1=C(C=CC(=C1)Cl)CO ((2,4-dichlorophenyl)methanol), CN(C)C=O (DMF), C(C(C)(C)C)(=O)OCN1N=NC(=C1)CCCC(NC1CCNCC1)=O ((4-(4-oxo-4-(piperidin-4-ylamino)butyl)-1H-1,2,3-triazol-1-yl)methyl pivalate). Run in CCOC(=O)C (EtOAc). Reaction conditions: temperature 50 celsius, time 10 hour. Product: C(C(C)(C)C)(=O)OCN1N=NC(=C1)CCCC(=O)NC1CCN(CC1)C(=O)OCC1=C(C=C(C=C1)Cl)Cl (2,4-Dichlorobenzyl 4-(4-(1-((pivaloyloxy)methyl)-1H-1,2,3-triazol-4-yl)butanamido)piperidine-1-carboxylate). RXN SMILES: [Cl:1][C:2]1[CH:7]=[C:6]([Cl:8])[CH:5]=[CH:4][C:3]=1[CH2:9][OH:10].[C:11]([O:17][CH2:18][N:19]1[CH:23]=[C:22]([CH2:24][CH2:25][CH2:26][C:27](=[O:35])[NH:28][CH:29]2[CH2:34][CH2:33][NH:32][CH2:31][CH2:30]2)[N:21]=[N:20]1)(=[O:16])[C:12]([CH3:15])([CH3:14])[CH3:13].CN([CH:39]=[O:40])C>CCOC(C)=O>[C:11]([O:17][CH2:18][N:19]1[CH:23]=[C:22]([CH2:24][CH2:25][CH2:26][C:27]([NH:28][CH:29]2[CH2:30][CH2:31][N:32]([C:39]([O:10][CH2:9][C:3]3[CH:4]=[CH:5][C:6]([Cl:8])=[CH:7][C:2]=3[Cl:1])=[O:40])[CH2:33][CH2:34]2)=[O:35])[N:21]=[N:20]1)(=[O:16])[C:12]([CH3:15])([CH3:14])[CH3:13]. Procedure: To a stirred solution of commercially available (2,4-dichlorophenyl)methanol (137 mg, 0.774 mmol) in DMF (2 mL) at RT was added CU (125 mg, 0.774 mmol). The reaction mixture was allowed to heat at 50° C. for 20 hrs. (4-(4-oxo-4-(piperidin-4-ylamino)butyl)-1H-1,2,3-triazol-1-yl)methyl pivalate (Example 37, step 5)(272 mg, 0.774 mmol) was added and the reaction mixture was stirred at 50° C. for 10 hrs. The reaction mixture was diluted with EtOAc and washed with a saturated solution of sodium bicar...